Dataset: the Open Reaction Database (ORD), a public repository of structured organic reaction records. Task: describe an organic reaction: reactants, conditions, products, and yield Reactants: Cl (hydrochloric acid), C(C)(=O)NC1=NC=C(C=C1)Br (2-acetamido-5-bromopyridine), C(CCC)N(CCCC)CCCC (tri-n-butylamine), C(C=C)(=O)O (acrylic acid). The reagents and catalysts are C(C)(=O)[O-].[Pd+2].C(C)(=O)[O-] (palladium(II) acetate), C1(=CC=CC=C1)P(C1=CC=CC=C1)C1=CC=CC=C1 (triphenylphosphine). Run in O (water), C=1(C(=CC=CC1)C)C (xylene). Conditions: time 7 hour. The product is C(C)(=O)NC1=CC=C(C=N1)/C=C/C(=O)O ((E)-3-(6-acetamidopyridin-3-yl)acrylic acid). Isolated yield 75.2%. Reaction SMILES: [C:1]([NH:4][C:5]1[CH:10]=[CH:9][C:8](Br)=[CH:7][N:6]=1)(=[O:3])[CH3:2].C(N(CCCC)CCCC)CCC.[C:25]([OH:29])(=[O:28])[CH:26]=[CH2:27].Cl>C1(C)C(C)=CC=CC=1.C([O-])(=O)C.[Pd+2].C([O-])(=O)C.C1(P(C2C=CC=CC=2)C2C=CC=CC=2)C=CC=CC=1.O>[C:1]([NH:4][C:5]1[N:6]=[CH:7][C:8](/[CH:27]=[CH:26]/[C:25]([OH:29])=[O:28])=[CH:9][CH:10]=1)(=[O:3])[CH3:2] |f:5.6.7|. Procedure details: To a mixture of 2-acetamido-5-bromopyridine (240 mg), tri-n-butylamine (456 mg), palladium(II) acetate (0.13 mg) and triphenylphosphine (1.5 mg) in xylene (0.48 ml) was dropwise added acrylic acid (97 mg) at 150° C., and the mixture was stirred for 7 hours at the same temperature. After cooling the mixture, water was added thereto, and the mixture was adjusted to pH4 with hydrochloric acid. The precipitate was collected by filtration, washed with xylene and water, and dried to give (E)-3-(6-acet...